This data is from the Open Reaction Database (ORD), a public repository of structured organic reaction records. The task is: describe an organic reaction: reactants, conditions, products, and yield The reactants are O=C([O-])[O-], C#CC(=O)OCC, C1CCOC1, Clc1ccc(I)cc1Cl, [Cs+], [Cs+], [Cu]I, Cl[Pd]Cl, c1ccc(P(c2ccccc2)c2ccccc2)cc1, c1ccc(P(c2ccccc2)c2ccccc2)cc1. The product is CCOC(=O)C#Cc1ccc(Cl)c(Cl)c1. As a reaction SMILES: [C:10](=[O:11])([O-:12])[O-:13].[CH2:16]([CH3:17])[O:18][C:19]([C:20]#[CH:21])=[O:22].[CH2:66]1[O:67][CH2:68][CH2:69][CH2:70]1.[Cl:1][c:2]1[c:3]([Cl:9])[cH:4][c:5]([I:8])[cH:6][cH:7]1.[Cs+:14].[Cs+:15].[Cu:64][I:65].[Pd:23]([Cl:24])[Cl:25].[c:26]1([P:27]([c:28]2[cH:29][cH:30][cH:31][cH:32][cH:33]2)[c:34]2[cH:35][cH:36][cH:37][cH:38][cH:39]2)[cH:40][cH:41][cH:42][cH:43][cH:44]1.[c:45]1([P:46]([c:47]2[cH:48][cH:49][cH:50][cH:51][cH:52]2)[c:53]2[cH:54][cH:55][cH:56][cH:57][cH:58]2)[cH:59][cH:60][cH:61][cH:62][cH:63]1>>[Cl:1][c:2]1[c:3]([Cl:9])[cH:4][c:5]([C:21]#[C:20][C:19]([O:18][CH2:16][CH3:17])=[O:22])[cH:6][cH:7]1. Reactants: C(C)N(C1=C(C=C(C(=C1)OC)OC)[C@H]1CC=2C=CC(=CC2CC1)OC(C(C)(C)C)=O)C(C1=CC=C(C=C1)O)=O (pivalic acid (R)-6-{2-[ethyl(4-hydroxybenzoyl)amino]-4,5-dimethoxyphenyl}-5,6,7,8-tetrahydronaphthalen-2-yl ester), C(C)(C)(C)N(C(CCl)=O)C (N-tert-butyl-2-chloro-N-methylacetamide). Yields the product C(C)(C)(C)N(CCOC1=CC=C(CCCNC2=C(C=C(C(=C2)OC)OC)[C@H]2CC=3C=CC(=CC3CC2)O)C=C1)C ((R)-6-{2-{{4-[2-(tert-Butylmethylamino)ethoxy]benzyl}ethylamino}-4,5-dimethoxyphenyl}-5,6,7,8-tetrahydronaphthalen-2-ol). The yield is 104.5%. RXN SMILES: C([N:3]([C:31](=O)[C:32]1[CH:37]=[CH:36][C:35](O)=[CH:34]C=1)[C:4]1[CH:9]=[C:8]([O:10][CH3:11])[C:7]([O:12][CH3:13])=[CH:6][C:5]=1[C@@H:14]1[CH2:23][CH2:22][C:21]2[CH:20]=[C:19]([O:24]C(=O)C(C)(C)C)[CH:18]=[CH:17][C:16]=2[CH2:15]1)C.[C:40]([N:44]([CH3:49])[C:45](=O)[CH2:46]Cl)([CH3:43])([CH3:42])[CH3:41]>>[C:40]([N:44]([CH3:49])[CH2:45][CH2:46][O:10][C:8]1[CH:7]=[CH:6][C:36]([CH2:37][CH2:32][CH2:31][NH:3][C:4]2[CH:9]=[C:8]([O:10][CH3:11])[C:7]([O:12][CH3:13])=[CH:6][C:5]=2[C@@H:14]2[CH2:23][CH2:22][C:21]3[CH:20]=[C:19]([OH:24])[CH:18]=[CH:17][C:16]=3[CH2:15]2)=[CH:35][CH:34]=1)([CH3:43])([CH3:42])[CH3:41]. Procedure details: Synthesized from pivalic acid (R)-6-{2-[ethyl(4-hydroxybenzoyl)amino]-4,5-dimethoxyphenyl}-5,6,7,8-tetrahydronaphthalen-2-yl ester (16 mg) and N-tert-butyl-2-chloro-N-methylacetamide (8.9 mg) according to an analogous synthetic method to Example 404 and purified by LC-MS, the title compound (8.6 mg) was obtained. Reactants: Cl (hydrochloric acid), CC1=C(N=C(O1)C1=CC=CC=C1)COC1=CC=C(CN2N=CC(=C2CCC)CCC(=O)OCC)C=C1 (ethyl 3-[1-[4-(5-methyl-2-phenyl-4-oxazolylmethoxy)benzyl]-5-propyl-1H-pyrazol-4-yl]propionate), [OH-].[Na+] (sodium hydroxide), C(C)O (ethanol). Run in O1CCCC1 (tetrahydrofuran). Conditions: time 2 hour. Product: CC1=C(N=C(O1)C1=CC=CC=C1)COC1=CC=C(CN2N=CC(=C2CCC)CCC(=O)O)C=C1 (3-[1-[4-(5-methyl-2-phenyl-4-oxazolylmethoxy)benzyl]-5-propyl-1H-pyrazol-4-yl]propionic acid). Isolated yield 85.9%. As a reaction SMILES: [CH3:1][C:2]1[O:6][C:5]([C:7]2[CH:12]=[CH:11][CH:10]=[CH:9][CH:8]=2)=[N:4][C:3]=1[CH2:13][O:14][C:15]1[CH:36]=[CH:35][C:18]([CH2:19][N:20]2[C:24]([CH2:25][CH2:26][CH3:27])=[C:23]([CH2:28][CH2:29][C:30]([O:32]CC)=[O:31])[CH:22]=[N:21]2)=[CH:17][CH:16]=1.[OH-].[Na+].C(O)C.Cl>O1CCCC1>[CH3:1][C:2]1[O:6][C:5]([C:7]2[CH:8]=[CH:9][CH:10]=[CH:11][CH:12]=2)=[N:4][C:3]=1[CH2:13][O:14][C:15]1[CH:36]=[CH:35][C:18]([CH2:19][N:20]2[C:24]([CH2:25][CH2:26][CH3:27])=[C:23]([CH2:28][CH2:29][C:30]([OH:32])=[O:31])[CH:22]=[N:21]2)=[CH:17][CH:16]=1 |f:1.2|. Procedure: A mixture of ethyl 3-[1-[4-(5-methyl-2-phenyl-4-oxazolylmethoxy)benzyl]-5-propyl-1H-pyrazol-4-yl]propionate (210 mg), 1N aqueous sodium hydroxide solution (1 ml), ethanol (1 ml), and tetrahydrofuran (1 ml) was stirred at room temperature for 2 hours. The reaction mixture was acidified with dilute hydrochloric acid, which was extracted with ethyl acetate. The ethyl acetate layer was washed with saturated aqueous sodium chloride solution, dried (MgSO4), then concentrated. The crystals obtained wer... The reactants are NC=1C=CC(=NC1NC1=C(C=CC=C1)OC)C=1C=C(C=CC1)O (3-(5-Amino-6-(2-methoxyphenylamino)pyridin-2-yl)phenol), COC1=C(C=CC=C1)NC1=C(C=CC(=N1)C=1C=C(C=CC1)O)[N+](=O)[O-] (3-(6-(2-Methoxyphenyl-amino)-5-nitropyridin-2-yl)phenol). Reagents/catalysts: [Fe] (Iron). The solvent is C(C)(=O)O (acetic acid). Conditions: temperature 80 celsius, time 2 hour. Product: OC=1C=C(C=CC1)C1=CC=C2C(=N1)N(C(N2)=O)C2=C(C=CC=C2)OC (5-(3-HYDROXYPHENYL)-3-(2-METHOXYPHENYL)-1H-IMIDAZO[4,5-B]PYRIDIN-2(3H)-ONE). Yield: 85.0%. RXN SMILES: [NH2:1][C:2]1[CH:3]=[CH:4][C:5]([C:17]2[CH:18]=[C:19]([OH:23])[CH:20]=[CH:21][CH:22]=2)=[N:6][C:7]=1[NH:8][C:9]1[CH:14]=[CH:13][CH:12]=[CH:11][C:10]=1[O:15][CH3:16].[CH3:24][O:25]C1C=CC=CC=1NC1N=C(C2C=C(O)C=CC=2)C=CC=1[N+]([O-])=O>C(O)(=O)C.[Fe]>[OH:23][C:19]1[CH:18]=[C:17]([C:5]2[N:6]=[C:7]3[N:8]([C:9]4[CH:14]=[CH:13][CH:12]=[CH:11][C:10]=4[O:15][CH3:16])[C:24](=[O:25])[NH:1][C:2]3=[CH:3][CH:4]=2)[CH:22]=[CH:21][CH:20]=1. Reported procedure: 3-(5-Amino-6-(2-methoxyphenylamino)pyridin-2-yl)phenol. 3-(6-(2-Methoxyphenyl-amino)-5-nitropyridin-2-yl)phenol (1.48 g, 4.39 mmol) was dissolved in glacial acetic acid (120 mL). Iron powder (0.489 g, 8.78 mmol) was then added and the solution heated to 80° C. The reaction was monitored via thin layer chromatography for starting material consumption. After 2 h, the solution was cooled and filtered through celite and condensed under reduced pressure. The resultant oil was partitioned between sodi... Starting materials: CC(C(=O)NC=1C=NC=CC1I)(C)C (2,2-dimethyl-N-(4-iodo-3-pyridinyl)propanamide), 2-diisopropylbenzamide boronic acid, amide, C([O-])([O-])=O.[Na+].[Na+] (sodium carbonate). Reagents/catalysts: C=1C=CC(=CC1)[P](C=2C=CC=CC2)(C=3C=CC=CC3)[Pd]([P](C=4C=CC=CC4)(C=5C=CC=CC5)C=6C=CC=CC6)([P](C=7C=CC=CC7)(C=8C=CC=CC8)C=9C=CC=CC9)[P](C=1C=CC=CC1)(C=1C=CC=CC1)C=1C=CC=CC1 (Tetrakis(triphenylphosphine)palladium). Solvent: CN(C)C=O (DMF). Conditions: temperature 83 celsius. The product is C(C)(C)N(C(C1=CC=CC=C1)=O)C(C)C (N,N-diisopropylbenzamide). Reaction SMILES: C[C:2]([CH3:14])([CH3:13])[C:3]([NH:5][C:6]1[CH:7]=NC=C[C:11]=1I)=[O:4].C(=O)([O-])[O-].[Na+].[Na+]>CN(C=O)C.C1C=CC([P]([Pd]([P](C2C=CC=CC=2)(C2C=CC=CC=2)C2C=CC=CC=2)([P](C2C=CC=CC=2)(C2C=CC=CC=2)C2C=CC=CC=2)[P](C2C=CC=CC=2)(C2C=CC=CC=2)C2C=CC=CC=2)(C2C=CC=CC=2)C2C=CC=CC=2)=CC=1>[CH:6]([N:5]([CH:6]([CH3:11])[CH3:7])[C:3](=[O:4])[C:2]1[CH:13]=[CH:13][CH:2]=[CH:3][CH:14]=1)([CH3:7])[CH3:11] |f:1.2.3,^1:29,31,50,69|. Reported procedure: Bis amide 17. The 2,2-dimethyl-N-(4-iodo-3-pyridinyl)propanamide (700 mg, 2.3 mmol) and 2-diisopropylbenzamide boronic acid (1.3 g, 5.2 mmol) were dissolved in DMF. Tetrakis(triphenylphosphine)palladium (133 mg, 0.11 mmol) and 2 M sodium carbonate solution (2.2 mL) were added. The reaction was refluxed at 83° C. for 18 h The mixture was concentrated in vacuo, extracted with EtOAc, washed with brine and dried with sodium sulfate. The crude oil was chromatographed (CH2Cl2, 1%-5% MeOH/CH2Cl2) to ob... Starting materials: C(C)OC(=O)/C=C/C(C)(C)N1C=NC=C1 ((E)-1-(3-ethoxycarbonyl-1,1-dimethyl-2-propenyl)imidazole). Reagents/catalysts: [Pd] (palladium on carbon). Run in C(C)O (ethanol). Run at time 1.5 hour. The product is C(C)OC(=O)CCC(C)(C)N1C=NC=C1 (1-(3-ethoxycarbonyl-1,1-dimethylpropyl)imidazole). Yield: 95.7%. RXN SMILES: [CH2:1]([O:3][C:4](/[CH:6]=[CH:7]/[C:8]([N:11]1[CH:15]=[CH:14][N:13]=[CH:12]1)([CH3:10])[CH3:9])=[O:5])[CH3:2]>[Pd].C(O)C>[CH2:1]([O:3][C:4]([CH2:6][CH2:7][C:8]([N:11]1[CH:15]=[CH:14][N:13]=[CH:12]1)([CH3:10])[CH3:9])=[O:5])[CH3:2]. Reported procedure: A mixture of 0.59 g of the 2-propenyl compound (prepared as described in Reference Example 9), 0.30 g of 5% palladium on carbon and 6 ml of ethanol was stirred at room temperature for 1.5 hours under an atmosphere of hydrogen, and the catalyst was filtered off. After evaporation under reduced pressure, the residue was purified by column chromatography on silica gel using a mixture of chloroform and ethanol (99:1) as eluent to give 0.57 g of the title compound having the following physical charac...